Dataset: the Open Reaction Database (ORD), a public repository of structured organic reaction records. Task: describe an organic reaction: reactants, conditions, products, and yield Starting materials: C(C1=CC=CC=C1)(=O)O[C@@H]1C[C@@H]2CCC3=C4C(C[C@H]([C@@H](CCCC(C)C)C)[C@]4(CC[C@@H]3[C@]2(CC1)C)C)=O ((3β,5α)-3-(benzoyloxy)cholest-8(14)-en-15-one), O (water), CCCCCCC (heptane), 8, C([O-])([O-])=O.[K+].[K+] (potassium carbonate). The solvent is CO (methanol), CO (methanol). The product is O[C@@H]1C[C@@H]2CCC3=C4C(C[C@H]([C@@H](CCCC(C)C)C)[C@]4(CC[C@@H]3[C@]2(CC1)C)C)=O ((3β,5α)-3-hydroxycholest-8(14)en-15-one). Yield: 91.6%. As a reaction SMILES: C([O:9][C@H:10]1[CH2:34][CH2:33][C@@:32]2([CH3:35])[C@@H:12]([CH2:13][CH2:14][C:15]3[C@@H:31]2[CH2:30][CH2:29][C@@:28]2([CH3:36])[C:16]=3[C:17](=[O:37])[CH2:18][C@@H:19]2[C@H:20]([CH3:27])[CH2:21][CH2:22][CH2:23][CH:24]([CH3:26])[CH3:25])[CH2:11]1)(=O)C1C=CC=CC=1.C(=O)([O-])[O-].[K+].[K+].O.CCCCCCC>CO>[OH:9][C@H:10]1[CH2:34][CH2:33][C@@:32]2([CH3:35])[C@@H:12]([CH2:13][CH2:14][C:15]3[C@@H:31]2[CH2:30][CH2:29][C@@:28]2([CH3:36])[C:16]=3[C:17](=[O:37])[CH2:18][C@@H:19]2[C@H:20]([CH3:27])[CH2:21][CH2:22][CH2:23][CH:24]([CH3:26])[CH3:25])[CH2:11]1 |f:1.2.3|. Procedure details: A stirred mixture of 29.3 kg of crude (3β,5α)-3-(benzoyloxy)cholest-8(14)en-15-one (6) (Example 3) in 190 liters of methanol in a 100-gallon glass-lined reactor was treated with 8 5 kg of potassium carbonate, the mixture was heated to gentle reflux and held at reflux for 3 hours. The methanol solution was cooled, then was treated with 130 liters of water and 80 liters of heptane with vigorous stirring. The agitation was stopped and the mixture was chilled to 0° C. to -5° C. for 16 hours The crys... Yields the product COCCOc1cc(O)ccc1C(C)(C)C. Reaction SMILES: [C:1](=[O:2])([O:3][C:4]([CH3:5])([CH3:6])[CH3:23])[O:7][c:8]1[cH:9][c:10]([O:18][CH2:19][CH2:20][O:21][CH3:22])[c:11]([C:14]([CH3:15])([CH3:16])[CH3:17])[cH:12][cH:13]1.[CH2:31]([Cl:32])[Cl:33].[OH:24][C:25]([C:26]([F:27])([F:28])[F:29])=[O:30]>>[OH:7][c:8]1[cH:9][c:10]([O:18][CH2:19][CH2:20][O:21][CH3:22])[c:11]([C:14]([CH3:15])([CH3:16])[CH3:17])[cH:12][cH:13]1. Reactants: COCCOc1cc(OC(=O)OC(C)(C)C)ccc1C(C)(C)C, ClCCl, O=C(O)C(F)(F)F.